Dataset: the Open Reaction Database (ORD), a public repository of structured organic reaction records. Task: describe an organic reaction: reactants, conditions, products, and yield Yields the product N#Cc1ccc(NCCNc2nc(-c3ccc(Cl)cc3Cl)cc3nc(C4CCN(CC5CC5)CC4)nn23)nc1. The reactants are CS(C)=O, CCN(C(C)C)C(C)C, Clc1ccc(-c2cc3nc(C4CCN(CC5CC5)CC4)nn3c(Cl)n2)c(Cl)c1, Cl, Cl, N#Cc1ccc(NCCN)nc1. As a reaction SMILES: [CH3:52][S:53]([CH3:54])=[O:55].[CH:43]([N:44]([CH2:45][CH3:46])[CH:47]([CH3:48])[CH3:49])([CH3:50])[CH3:51].[Cl:1][c:2]1[n:3][c:4](-[c:21]2[c:22]([Cl:28])[cH:23][c:24]([Cl:27])[cH:25][cH:26]2)[cH:5][c:6]2[n:7]1[n:8][c:9]([CH:11]1[CH2:12][CH2:13][N:14]([CH2:17][CH:18]3[CH2:19][CH2:20]3)[CH2:15][CH2:16]1)[n:10]2.[ClH:29].[ClH:30].[NH2:31][CH2:32][CH2:33][NH:34][c:35]1[n:36][cH:37][c:38]([C:39]#[N:40])[cH:41][cH:42]1>>[c:2]1([NH:31][CH2:32][CH2:33][NH:34][c:35]2[n:36][cH:37][c:38]([C:39]#[N:40])[cH:41][cH:42]2)[n:3][c:4](-[c:21]2[c:22]([Cl:28])[cH:23][c:24]([Cl:27])[cH:25][cH:26]2)[cH:5][c:6]2[n:7]1[n:8][c:9]([CH:11]1[CH2:12][CH2:13][N:14]([CH2:17][CH:18]3[CH2:19][CH2:20]3)[CH2:15][CH2:16]1)[n:10]2. The reactants are C1COCCN1, CN(C)C=O, Clc1nccnc1Cl. Yields the product Clc1nccnc1N1CCOCC1. As a reaction SMILES: [CH2:9]1[CH2:10][O:11][CH2:12][CH2:13][NH:14]1.[CH3:15][N:16]([CH3:17])[CH:18]=[O:19].[Cl:1][c:2]1[n:3][cH:4][cH:5][n:6][c:7]1[Cl:8]>>[c:2]1([N:14]2[CH2:9][CH2:10][O:11][CH2:12][CH2:13]2)[n:3][cH:4][cH:5][n:6][c:7]1[Cl:8]. Starting materials: BrC1=CC2=C(OCC(C=3N2N=C(C3C(F)(F)F)C(=O)N)F)C=C1 (racemic 9-bromo-4-fluoro-3-(trifluoromethyl)-4,5-dihydrobenzo[b]pyrazolo[1,5-d][1,4]oxazepine-2-carboxamide), C(#C)[C@]1(C(N(CC1)C)=O)O ((R)-3-ethynyl-3-hydroxy-1-methylpyrrolidin-2-one). Product: O[C@@]1(C(N(CC1)C)=O)C#CC1=CC2=C(OCCC=3N2N=C(C3C(F)(F)F)C(=O)N)C=C1 ((R)-9-((3-hydroxy-1-methyl-2-oxopyrrolidin-3-yl)ethynyl)-3-(trifluoromethyl)-4,5-dihydrobenzo[b]pyrazolo[1,5-d][1,4]oxazepine-2-carboxamide). The yield is 59.0%. Reaction SMILES: Br[C:2]1[CH:23]=[CH:22][C:5]2[O:6][CH2:7][CH:8](F)[C:9]3[N:10]([N:11]=[C:12]([C:18]([NH2:20])=[O:19])[C:13]=3[C:14]([F:17])([F:16])[F:15])[C:4]=2[CH:3]=1.[C:24]([C@:26]1([OH:33])[CH2:30][CH2:29][N:28]([CH3:31])[C:27]1=[O:32])#[CH:25]>>[OH:33][C@@:26]1([C:24]#[C:25][C:2]2[CH:23]=[CH:22][C:5]3[O:6][CH2:7][CH2:8][C:9]4[N:10]([N:11]=[C:12]([C:18]([NH2:20])=[O:19])[C:13]=4[C:14]([F:17])([F:16])[F:15])[C:4]=3[CH:3]=2)[CH2:30][CH2:29][N:28]([CH3:31])[C:27]1=[O:32]. Procedure: Similar to as described in General Procedure G, racemic 9-bromo-4-fluoro-3-(trifluoromethyl)-4,5-dihydrobenzo[b]pyrazolo[1,5-d][1,4]oxazepine-2-carboxamide was reacted with (R)-3-ethynyl-3-hydroxy-1-methylpyrrolidin-2-one to give the titled compound as a white solid 8.9 mg (59%). Reactants: CC(=O)OC1CC2=CC=C3C4CCC(C(C)C5OCCO5)C4(C)CCC3C2(C)C2OC12, CC(=O)OC1CC2=CC=C3C4CCC(C(C)C5OCC(C)(C)CO5)C4(C)CCC3C2(C)C2OC12. The product is CC(C1OCCO1)C1CCC2C3=CC=C4CC(O)C5OC5C4(C)C3CCC21C. Reaction SMILES: [C:1](=[O:2])([CH3:3])[O:4][CH:5]1[CH2:6][C:7]2=[CH:8][CH:9]=[C:10]3[CH:11]4[CH2:12][CH2:13][CH:14]([CH:15]([CH3:16])[CH:17]5[O:18][CH2:19][CH2:20][O:21]5)[C:22]4([CH3:31])[CH2:23][CH2:24][CH:25]3[C:26]2([CH3:30])[CH:27]2[CH:28]1[O:29]2.[C:32]([O:33][CH:34]1[CH:35]2[O:36][CH:37]2[C:38]2([CH3:39])[C:40](=[CH:41][CH:42]=[C:43]3[CH:44]2[CH2:45][CH2:46][C:47]2([CH3:48])[CH:49]3[CH2:50][CH2:51][CH:52]2[CH:53]([CH:54]2[O:55][CH2:56][C:57]([CH3:58])([CH3:59])[CH2:60][O:61]2)[CH3:62])[CH2:63]1)(=[O:64])[CH3:65]>>[OH:4][CH:5]1[CH2:6][C:7]2=[CH:8][CH:9]=[C:10]3[CH:11]4[CH2:12][CH2:13][CH:14]([CH:15]([CH3:16])[CH:17]5[O:18][CH2:19][CH2:20][O:21]5)[C:22]4([CH3:31])[CH2:23][CH2:24][CH:25]3[C:26]2([CH3:30])[CH:27]2[CH:28]1[O:29]2.